This data is from the Open Reaction Database (ORD), a public repository of structured organic reaction records. The task is: describe an organic reaction: reactants, conditions, products, and yield Reactants: C1(=CCC(CC1)C(=O)OC)C(=O)OC (dimethyl cyclohex-1-ene-1,4-dicarboxylate), C1(C=CC(CC1)C(=O)OC)C(=O)OC (dimethyl cyclohex-2-ene-1,4-dicarboxylate), C(\C=C\C=C\C(=O)OC)(=O)OC (trans,trans dimethyl muconate). Reagents/catalysts: [Pd] (palladium on carbon), [Pd] (Pd/C). Run in COCCOCCOC (diglyme), COCCOCCOC (diglyme). Reaction conditions: temperature 165 celsius. Product: C(C1=CC=C(C(=O)OC)C=C1)(=O)OC (dimethyl terephthalate), C1(CCC(CC1)C(=O)OC)C(=O)OC (dimethyl cyclohexane-1,4-dicarboxylate). Reaction SMILES: C(OC)(=O)/C=C/C=C/C(OC)=O.[CH:13]1([C:23]([O:25][CH3:26])=[O:24])[CH2:18][CH2:17][CH:16]([C:19]([O:21][CH3:22])=[O:20])[CH:15]=[CH:14]1.[C:27]1([C:37]([O:39][CH3:40])=[O:38])[CH2:32][CH2:31][CH:30]([C:33]([O:35][CH3:36])=[O:34])[CH2:29][CH:28]=1>[Pd].COCCOCCOC>[C:19]([O:21][CH3:22])(=[O:20])[C:16]1[CH:17]=[CH:18][C:13]([C:23]([O:25][CH3:26])=[O:24])=[CH:14][CH:15]=1.[CH:30]1([C:33]([O:35][CH3:36])=[O:34])[CH2:29][CH2:28][CH:27]([C:37]([O:39][CH3:40])=[O:38])[CH2:32][CH2:31]1. Procedure details: In a Parr reactor, a mixture of trans,trans dimethyl muconate (6.13 g, 36.0 mmol) and diglyme (120 ml, 0.30 M) is heated to 165° C. for 24 hours under ethylene pressure (pRT=259 psi (1.79 MPa)). After cooling to room temperature, the weakly yellow, clear solution is diluted using diglyme to 200 ml in a volumetric flask, transferred into a round-bottom flask equipped with a magnetic stirring bar, and catalytic palladium on carbon (Pd/C) is added (356 mg of Johnson-Matthey 5 percent Pd/C #6, 0.2 m... The reactants are BrCCCCC(=O)OCC (Ethyl 5-bromopentanoate), C([O-])([O-])=O.[K+].[K+] (potassium carbonate), C1NCCN2C3=C(OC4=C(C21)C=CC=C4)C=CC=C3 (1,3,4,14b-tetrahydro-2H-dibenzo[b,f]pyrazino[1,2-d][1,4]-oxazepine). Run in CC(CC)=O (2-butanone), C1=CC=CC=C1 (benzene). Product: C(C)OC(CCCCN1CC2N(C3=C(OC4=C2C=CC=C4)C=CC=C3)CC1)=O (5-(1,3,4,14b-tetrahydro-2H-dibenzo[b,f]-pyrazino[1,2-d][1,4]oxazepin -2-yl)pentanoic acid ethyl ester). Isolated yield 97.0%. As a reaction SMILES: Br[CH2:2][CH2:3][CH2:4][CH2:5][C:6]([O:8][CH2:9][CH3:10])=[O:7].C(=O)([O-])[O-].[K+].[K+].[CH2:17]1[CH:27]2[N:21]([C:22]3[CH:35]=[CH:34][CH:33]=[CH:32][C:23]=3[O:24][C:25]3[CH:31]=[CH:30][CH:29]=[CH:28][C:26]=32)[CH2:20][CH2:19][NH:18]1>CC(=O)CC.C1C=CC=CC=1>[CH2:9]([O:8][C:6](=[O:7])[CH2:5][CH2:4][CH2:3][CH2:2][N:18]1[CH2:19][CH2:20][N:21]2[C:22]3[CH:35]=[CH:34][CH:33]=[CH:32][C:23]=3[O:24][C:25]3[CH:31]=[CH:30][CH:29]=[CH:28][C:26]=3[CH:27]2[CH2:17]1)[CH3:10] |f:1.2.3|. Procedure: Ethyl 5-bromopentanoate (1.66 g, 0.0079 mol) and potassium carbonate (1.75 g, 0.0127 mol) were added to a solution of 1,3,4,14b-tetrahydro-2H-dibenzo[b,f]pyrazino[1,2-d][1,4]-oxazepine (1.6 g, 0.0063 mol prepared similarly as described in Neth. Appl. 6709520, Chem. Abs. 70, 115192 (1969)) in 2-butanone (45 ml) and the reaction mixture was heated at 70-80° C. for 17 h. The mixture was diluted with benzene (50 ml), the solid was filtered off, washed with benzene (2×10 ml) and the filtrate was evap... The reactants are [Al+3].[Cl-].[Cl-].[Cl-] (AlCl3), COC1=C(C=CC(=C1)OC)C1=COC2=CC(=CC=C2C1=O)O (3-(2,4-dimethoxy-phenyl)-7-hydroxy-chromen-4-one), O (water). The solvent is CC#N (CH3CN). The product is OC1=CC=C2C(C(=COC2=C1)C1=C(C=C(C=C1)OC)O)=O (7-hydroxy-3-(2-hydroxy-4-methoxy-phenyl)-chromen-4-one). Yield: 49.9%. RXN SMILES: C[O:2][C:3]1[CH:8]=[C:7]([O:9][CH3:10])[CH:6]=[CH:5][C:4]=1[C:11]1[C:20](=[O:21])[C:19]2[C:14](=[CH:15][C:16]([OH:22])=[CH:17][CH:18]=2)[O:13][CH:12]=1.[Al+3].[Cl-].[Cl-].[Cl-].O>CC#N>[OH:22][C:16]1[CH:15]=[C:14]2[C:19]([C:20](=[O:21])[C:11]([C:4]3[CH:5]=[CH:6][C:7]([O:9][CH3:10])=[CH:8][C:3]=3[OH:2])=[CH:12][O:13]2)=[CH:18][CH:17]=1 |f:1.2.3.4|. Reported procedure: Compound 3-(2,4-dimethoxy-phenyl)-7-hydroxy-chromen-4-one (2 gm, 6.7 mmol) was dissolved in CH3CN (25 ml) and AlCl3 (2.6 gm, 20 mmol) was added to the solution at 0° C. The reaction was then refluxed for 10 hours. The mixture was cooled and then poured ice-cooled water. The precipitated solid were filtered, washed with water and purified by silica gel column chromatography using chloroform-methanol as the eluent to give 7-hydroxy-3-(2-hydroxy-4-methoxy-phenyl)-chromen-4-one (0.95 gm, 50%) as whi... Starting materials: CN(C)C=O, Cc1oc(-c2ccccc2)nc1COc1ccc(CCl)cc1, [H-], [Na+], O, N#CCc1c(O)ccc2ccccc12. Yields the product Cc1oc(-c2ccccc2)nc1COc1ccc(COc2ccc3ccccc3c2CC#N)cc1. RXN SMILES: [CH3:37][N:38]([CH3:39])[CH:40]=[O:41].[Cl:1][CH2:2][c:3]1[cH:4][cH:5][c:6]([O:7][CH2:8][c:9]2[n:10][c:11](-[c:15]3[cH:16][cH:17][cH:18][cH:19][cH:20]3)[o:12][c:13]2[CH3:14])[cH:21][cH:22]1.[H-:42].[Na+:43].[OH2:44].[OH:23][c:24]1[c:25]([CH2:34][C:35]#[N:36])[c:26]2[cH:27][cH:28][cH:29][cH:30][c:31]2[cH:32][cH:33]1>>[CH2:2]([c:3]1[cH:4][cH:5][c:6]([O:7][CH2:8][c:9]2[n:10][c:11](-[c:15]3[cH:16][cH:17][cH:18][cH:19][cH:20]3)[o:12][c:13]2[CH3:14])[cH:21][cH:22]1)[O:23][c:24]1[c:25]([CH2:34][C:35]#[N:36])[c:26]2[cH:27][cH:28][cH:29][cH:30][c:31]2[cH:32][cH:33]1.